The task is: describe an organic reaction: reactants, conditions, products, and yield. This data is from the Open Reaction Database (ORD), a public repository of structured organic reaction records. Starting materials: ClC(=O)OC1=CC=C(C=C1)[N+](=O)[O-] (4-nitrophenyl chloroformate), CCN(C(C)C)C(C)C (DIEA), FC(CN)(F)F (2,2,2-trifluoro-ethylamine). Solvent: C(Cl)Cl (DCM). Reaction conditions: temperature 0 celsius, time 8 hour. Yields the product FC(CNC(OC1=CC=C(C=C1)[N+](=O)[O-])=O)(F)F (4-Nitrophenyl 2,2,2-trifluoroethylcarbamate). As a reaction SMILES: Cl[C:2]([O:4][C:5]1[CH:10]=[CH:9][C:8]([N+:11]([O-:13])=[O:12])=[CH:7][CH:6]=1)=[O:3].CCN(C(C)C)C(C)C.[F:23][C:24]([F:28])([F:27])[CH2:25][NH2:26]>C(Cl)Cl>[F:23][C:24]([F:28])([F:27])[CH2:25][NH:26][C:2](=[O:3])[O:4][C:5]1[CH:10]=[CH:9][C:8]([N+:11]([O-:13])=[O:12])=[CH:7][CH:6]=1. Reported procedure: To a solution of 4-nitrophenyl chloroformate (4578 mg, 22715 μmol) and DIEA (2638 μL, 15143 μmol) in DCM (100 mL) at 0° C. was added 2,2,2-trifluoro-ethylamine (1500 μL, 15143 μmol). The resulting mixture was then stirred at 0° C. for 4 h and at RT for overnight. Then, the mixture was concentrated and a white precipitation was observed. The mixture was then filtered to give the title compound as a white solid, which was used in the next step without purification requirement.